Dataset: the Open Reaction Database (ORD), a public repository of structured organic reaction records. Task: describe an organic reaction: reactants, conditions, products, and yield The reactants are C(C)(C)(C)OC(=O)N1CCC2=C(N(N=C2CC1)C1CCCCC1)OS(=O)(=O)C(F)(F)F (2-cyclohexyl-3-trifluoromethanesulfonyloxy-4,5,7,8-tetrahydro-2H-1,2,6-triaza-azulene-6-carboxylic acid tert-butyl ester), ClC=1C=C(C=CC1)B(O)O (3-chlorophenylboronic acid). Product: ClC=1C=C(C=CC1)C=1N(N=C2CCNCCC12)C1CCCCC1 (3-(3-Chloro-phenyl)-2-cyclohexyl-2,4,5,6,7,8-hexahydro-1,2,6-triaza-azulene). Yield: 10.2%. Reaction SMILES: C(OC([N:8]1[CH2:17][CH2:16][C:15]2[C:11](=[C:12](OS(C(F)(F)F)(=O)=O)[N:13]([CH:18]3[CH2:23][CH2:22][CH2:21][CH2:20][CH2:19]3)[N:14]=2)[CH2:10][CH2:9]1)=O)(C)(C)C.[Cl:32][C:33]1[CH:34]=[C:35](B(O)O)[CH:36]=[CH:37][CH:38]=1>>[Cl:32][C:33]1[CH:38]=[C:37]([C:12]2[N:13]([CH:18]3[CH2:19][CH2:20][CH2:21][CH2:22][CH2:23]3)[N:14]=[C:15]3[C:11]=2[CH2:10][CH2:9][NH:8][CH2:17][CH2:16]3)[CH:36]=[CH:35][CH:34]=1. Procedure details: The title compound (14.4 mg) was prepared as in Example 177, Steps C and D, using 199.3 mg of 2-cyclohexyl-3-trifluoromethanesulfonyloxy-4,5,7,8-tetrahydro-2H-1,2,6-triaza-azulene-6-carboxylic acid tert-butyl ester (Example 177, Step B) and 216.2 mg of 3-chlorophenylboronic acid. MS (ESI): exact mass calculated for C19H24ClN3, 329.87. found, m/z 330.5 [M+H]+. 1H NMR (500 MHz, CD3OD): 7.57-7.54 (m, 2H), 7.35 (s, 1H), 7.28-7.25 (m, 1H), 3.91-3.84 (m, 1H), 3.43-3.38 (m, 2H), 3.19-3.14 (m, 2H), 2.79... RXN SMILES: [CH3:1][Li].[C:3]([C:5]1[C:9]([S:10][C:11]([F:14])([F:13])[F:12])=[C:8]([CH:15]=[O:16])[N:7]([C:17]2[C:22]([Cl:23])=[CH:21][C:20]([C:24]([F:27])([F:26])[F:25])=[CH:19][C:18]=2[Cl:28])[N:6]=1)#[N:4].Cl>C(OCC)C.[Cu]I>[C:3]([C:5]1[C:9]([S:10][C:11]([F:13])([F:12])[F:14])=[C:8]([CH:15]([OH:16])[CH3:1])[N:7]([C:17]2[C:22]([Cl:23])=[CH:21][C:20]([C:24]([F:26])([F:27])[F:25])=[CH:19][C:18]=2[Cl:28])[N:6]=1)#[N:4]. The solvent is C(C)OCC (diethyl ether), C(C)OCC (diethyl ether). Starting materials: C(#N)C1=NN(C(=C1SC(F)(F)F)C=O)C1=C(C=C(C=C1Cl)C(F)(F)F)Cl (3-cyano-1-(2,6-dichloro-4-trifluoromethylphenyl)-5-formyl-4-trifluoromethylthiopyrazole), C[Li] (Methyllithium), Cl (hydrochloric acid). Procedure details: Copper (I) iodide (6.1 g, 0.032 mol) was suspended in anhydrous diethyl ether and cooled to 0° C. Methyllithium (1.6M in diethyl ether, 40 ml, 0.064 mol) was added via cannula and stirred 10 minutes. A solution of the product of Example 3 (10 g, 0.023 mol) in diethyl ether was added via cannula creating a bright yellow suspension. After 15 minutes, 10% aqueous hydrochloric acid (40 ml) was added while venting the reaction vessel. The remaining suspension was filtered through Celite® and washed w... Conditions: temperature 0 celsius, time 10 minute. Yields the product C(#N)C1=NN(C(=C1SC(F)(F)F)C(C)O)C1=C(C=C(C=C1Cl)C(F)(F)F)Cl (3-cyano-1-(2,6-dichloro-4-trifluoromethylphenyl)-5-(1-hydroxyethyl)-4-trifluoromethylthiopyrazole), solid. Reagents/catalysts: [Cu]I (Copper (I) iodide). The reactants are C1(=CC=CC=C1)CC(=O)Cl (phenylacetyl chloride), aqueous solution, CNC (dimethyl amine), ice. Solvent: C1=CC=CC=C1 (benzene), C1=CC=CC=C1 (benzene). Reaction conditions: time 1 hour. Product: CN(C(CC1=CC=CC=C1)=O)C (N,N-dimethylphenylacetamide). Reaction SMILES: [CH3:1][NH:2][CH3:3].[C:4]1([CH2:10][C:11](Cl)=[O:12])[CH:9]=[CH:8][CH:7]=[CH:6][CH:5]=1>C1C=CC=CC=1>[CH3:1][N:2]([CH3:3])[C:11](=[O:12])[CH2:10][C:4]1[CH:9]=[CH:8][CH:7]=[CH:6][CH:5]=1. Procedure details: In 204 ml of anhydrous benzene was dissolved 77.5 g (0.5 mole) of commercially available phenylacetyl chloride, and the solution was added dropwise to a 50% aqueous solution of 180 g (2.0 moles) of dimethyl amine, 50 g of ice and 100 ml of benzene at an inner temperature of 5° to 25° C. After completion of the dropwise addition, the mixture was agitated for 1 hour at the same temperature. Starting materials: COC(=O)C=1C(=C2C=C(C(N(C2=C(N1)Br)CC1=CC=CC=C1)=O)C1=CC=CC=C1)O (1-benzyl-8-bromo-5-hydroxy-2-oxo-3-phenyl-1,2-dihydro-[1,7]naphthyridine-6-carboxylic acid methyl ester), CC1=NC=CC=C1[Sn](CCCC)(CCCC)CCCC (2-methyl-3-tributylstannanyl-pyridine), CCOC(=O)C (EtOAc), Cl (HCl). Reagents/catalysts: Cl[Pd]([P](C1=CC=CC=C1)(C2=CC=CC=C2)C3=CC=CC=C3)([P](C4=CC=CC=C4)(C5=CC=CC=C5)C6=CC=CC=C6)Cl (PdCl2(PPh3)2). Solvent: CN(C)C=O (DMF), [Cl-].[Na+].O (brine). Run at temperature 120 celsius. The product is COC(=O)C=1C(=C2C=C(C(N(C2=C(N1)C=1C(=NC=CC1)C)CC1=CC=CC=C1)=O)C1=CC=CC=C1)O (1-Benzyl-5-hydroxy-8-(2-methyl-pyridin-3-yl)-2-oxo-3-phenyl-1,2-dihydro-[1,7]naphthyridine-6-carboxylic acid methyl ester). The yield is 34.5%. Reaction SMILES: [CH3:1][O:2][C:3]([C:5]1[C:6]([OH:30])=[C:7]2[C:12](=[C:13](Br)[N:14]=1)[N:11]([CH2:16][C:17]1[CH:22]=[CH:21][CH:20]=[CH:19][CH:18]=1)[C:10](=[O:23])[C:9]([C:24]1[CH:29]=[CH:28][CH:27]=[CH:26][CH:25]=1)=[CH:8]2)=[O:4].[CH3:31][C:32]1[C:37]([Sn](CCCC)(CCCC)CCCC)=[CH:36][CH:35]=[CH:34][N:33]=1.CCOC(C)=O.Cl>CN(C=O)C.[Cl-].[Na+].O.Cl[Pd](Cl)([P](C1C=CC=CC=1)(C1C=CC=CC=1)C1C=CC=CC=1)[P](C1C=CC=CC=1)(C1C=CC=CC=1)C1C=CC=CC=1>[CH3:1][O:2][C:3]([C:5]1[C:6]([OH:30])=[C:7]2[C:12](=[C:13]([C:37]3[C:32]([CH3:31])=[N:33][CH:34]=[CH:35][CH:36]=3)[N:14]=1)[N:11]([CH2:16][C:17]1[CH:22]=[CH:21][CH:20]=[CH:19][CH:18]=1)[C:10](=[O:23])[C:9]([C:24]1[CH:29]=[CH:28][CH:27]=[CH:26][CH:25]=1)=[CH:8]2)=[O:4] |f:5.6.7,^1:68,87|. Reported procedure: A mixture of 1-benzyl-8-bromo-5-hydroxy-2-oxo-3-phenyl-1,2-dihydro-[1,7]naphthyridine-6-carboxylic acid methyl ester (80 mg, 0.17 mmol), 2-methyl-3-tributylstannanyl-pyridine (103 mg, 0.26 mmol) and PdCl2(PPh3)2 (24 mg, 0.034 mmol) in 4 mL of DMF was heated at 120° C. for 3 h under nitrogen atmosphere. After the mixture was cooled to r.t., EtOAc and brine were added. 1 M HCl was added with stirring until pH was about 3-4. The aqueous layer was extracted with additional EtOAc, and the combined or... Starting materials: [H-].[Na+] (sodium hydride), COC1=CC=C(N=N1)C(=O)OC (methyl 6-methoxypyridazine-3-carboxylate), C(CC)(=O)OCC (ethyl propionate), C(C)O (ethanol). The product is COC1=CC=C(N=N1)C(C(C(=O)OCC)C)=O (ethyl 3-(6-methoxypyridazin-3-yl)-2-methyl-3-oxopropionate). Isolated yield 52.5%. As a reaction SMILES: [H-].[Na+].[CH3:3][O:4][C:5]1[N:10]=[N:9][C:8]([C:11]([O:13]C)=O)=[CH:7][CH:6]=1.C(O)C.[C:18]([O:22][CH2:23][CH3:24])(=[O:21])[CH2:19][CH3:20]>>[CH3:3][O:4][C:5]1[N:10]=[N:9][C:8]([C:11](=[O:13])[CH:19]([CH3:20])[C:18]([O:22][CH2:23][CH3:24])=[O:21])=[CH:7][CH:6]=1 |f:0.1|. Procedure: Ethyl 3-(6-methoxypyridazin-3-yl)-2-methyl-3-oxopropionate is prepared by the fractional addition, over a period of 20 minutes, of sodium hydride (19.2 g) (50% in mineral oil) to a solution of methyl 6-methoxypyridazine-3-carboxylate (50 g) in ethyl propionate (220 g) at a temperature of about 98° C. The reaction mixture is maintained under reflux for a further 30 minutes. It is subsequently cooled to a temperature of about 20° C., and ethanol (10 cc) is added with care, followed by distilled wa... Reactants: COC1=CC=C(C=C1)S(=O)(=O)CC(C(=O)O)CCCS(=O)(=O)C1=CC=C(C=C1)OC (2-[(4-methoxybenzenesulfonyl)methyl]-5-(4-methoxybenzenesulfonyl)-pentanoic acid), Cl.C(C1=CC=CC=C1)NO (benzylhydroxylamine hydrochloride), Cl.CN(CCCN=C=NCC)C (1-(3-dimethylaminopropyl)-3-ethylcarbodiimide hydrochloride), O1CCCC1.O (tetrahydrofuran water). Run in C(C)(=O)OCC (ethyl acetate). Run at time 8 hour. The product is C(C1=CC=CC=C1)ONC(C(CCCS(=O)(=O)C1=CC=C(C=C1)OC)CS(=O)(=O)C1=CC=C(C=C1)OC)=O (N-benzyloxy-2-[(4-methoxybenzenesulfonyl)methyl]-5-(4-methoxybenzenesulfonyl)-pentanamide). RXN SMILES: [CH3:1][O:2][C:3]1[CH:8]=[CH:7][C:6]([S:9]([CH2:12][CH:13]([CH2:17][CH2:18][CH2:19][S:20]([C:23]2[CH:28]=[CH:27][C:26]([O:29][CH3:30])=[CH:25][CH:24]=2)(=[O:22])=[O:21])[C:14]([OH:16])=O)(=[O:11])=[O:10])=[CH:5][CH:4]=1.Cl.[CH2:32](NO)[C:33]1C=CC=C[CH:34]=1.Cl.C[N:43](C)CCCN=C=NCC.[O:53]1[CH2:57][CH2:56][CH2:55][CH2:54]1.O>C(OCC)(=O)C>[CH2:57]([O:53][NH:43][C:14](=[O:16])[CH:13]([CH2:12][S:9]([C:6]1[CH:7]=[CH:8][C:3]([O:2][CH3:1])=[CH:4][CH:5]=1)(=[O:11])=[O:10])[CH2:17][CH2:18][CH2:19][S:20]([C:23]1[CH:28]=[CH:27][C:26]([O:29][CH3:30])=[CH:25][CH:24]=1)(=[O:21])=[O:22])[C:56]1[CH:34]=[CH:33][CH:32]=[CH:54][CH:55]=1 |f:1.2,3.4,5.6|. Reported procedure: A mixture of 2-[(4-methoxybenzenesulfonyl)methyl]-5-(4-methoxybenzenesulfonyl)-pentanoic acid (0.5 g, 1.1 mmol), benzylhydroxylamine hydrochloride (0.21 g, 1.3 mmol), 1-(3-dimethylaminopropyl)-3-ethylcarbodiimide hydrochloride (0.42 g, 2.2 mmol), and tetrahydrofuran/water (1/1, 10 mL) is stirred at ambient temperature overnight. The mixture is transferred to ethyl acetate which is extracted with aqueous 10% hydrochloric acid, distilled water, aqueous sodium bicarbonate, and brine. The organic ph... Starting materials: CC(C)(C1=NC(=NC=C1)C(F)(F)F)NC(C)=O (N-[1-methyl-1-(2-trifluoromethyl-pyrimidin-4-yl)-ethyl]-acetamide), [OH-].[Na+] (NaOH). The solvent is Cl (HCl). Product: CC(C)(C1=NC(=NC=C1)C(F)(F)F)N (1-methyl-1-(2-trifluoromethyl-pyrimidin-4-yl)-ethylamine). Isolated yield 56.6%. RXN SMILES: [CH3:1][C:2]([NH:14]C(=O)C)([C:4]1[CH:9]=[CH:8][N:7]=[C:6]([C:10]([F:13])([F:12])[F:11])[N:5]=1)[CH3:3].[OH-].[Na+]>Cl>[CH3:3][C:2]([NH2:14])([C:4]1[CH:9]=[CH:8][N:7]=[C:6]([C:10]([F:11])([F:13])[F:12])[N:5]=1)[CH3:1] |f:1.2|. Reported procedure: Heat a solution of N-[1-methyl-1-(2-trifluoromethyl-pyrimidin-4-yl)-ethyl]-acetamide (15.4 g, 62 mmol) and aqueous 5N HCl (150 mL) to 100° C. for 20 hours then cool to room temperature. Extract the reaction with diethyl ether (2×) then make the aqueous layer alkaline with aqueous 5N NaOH. Extract the aqueous layer with diethyl ether (3×), dry the combined organic layers over sodium sulfate, filter, and concentrate under reduced pressure to give 1-methyl-1-(2-trifluoromethyl-pyrimidin-4-yl)-ethyl...